From a dataset of the Open Reaction Database (ORD), a public repository of structured organic reaction records. describe an organic reaction: reactants, conditions, products, and yield The product is BrC=1C=C2CCC=3N(C2=C(C1)F)C(=NN3)C (7-Bromo-9-fluoro-4,5-dihydro-1-methyl-[1,2,4]triazolo[4,3-a]quinoline). As a reaction SMILES: [Br:1][C:2]1[CH:3]=[C:4]2[C:9](=[C:10]([F:12])[CH:11]=1)[NH:8][C:7](=S)[CH2:6][CH2:5]2.[C:14]([NH:17][NH2:18])(=O)[CH3:15].C(OCC)(=O)C.O>C(O)CCC>[Br:1][C:2]1[CH:3]=[C:4]2[C:9](=[C:10]([F:12])[CH:11]=1)[N:8]1[C:14]([CH3:15])=[N:17][N:18]=[C:7]1[CH2:6][CH2:5]2. Starting materials: BrC=1C=C2CCC(NC2=C(C1)F)=S (6-bromo-8-fluoro-3,4-dihydroquinoline-2(1H)-thione), C(C)(=O)NN (acetohydrazide), C(C)(=O)OCC (ethyl acetate), O (water). Solvent: C(CCC)O (n-butanol). Procedure details: A suspension of 6-bromo-8-fluoro-3,4-dihydroquinoline-2(1H)-thione (1-4, 1.71 g, 6.57 mmol) and acetohydrazide (0.58 g, 7.89 mmol) in n-butanol (7 mL) was refluxed for 18 h under inert atmosphere. After cooling down to ambient temperature, ethyl acetate (10 mL) and water (10 mL) were added. The organic phase was then separated and the water phase was extracted with ethyl acetate (5×10 mL). The combined organic phases were washed with brine and dried over Na2SO4; the combined organic layers were ... Starting materials: C(C)(=O)N1OCC(N(C1C1=CC=CC=C1)CO)=O (2-acetyl-3-phenyl-4-hydroxymethyltetrahydro-1,2,4-oxadiazin-5-one), S(=O)(Cl)Cl (thionyl chloride). Run at temperature 0 celsius. The product is C(C)(=O)N1OCC(N(C1C1=CC=CC=C1)CCl)=O (2-acetyl-3-phenyl-4-chloromethyl-tetrahydro-1,2,4-oxadiazin-5-one). Yield: 53.0%. Reaction SMILES: [C:1]([N:4]1[CH:9]([C:10]2[CH:15]=[CH:14][CH:13]=[CH:12][CH:11]=2)[N:8]([CH2:16]O)[C:7](=[O:18])[CH2:6][O:5]1)(=[O:3])[CH3:2].S(Cl)([Cl:21])=O>>[C:1]([N:4]1[CH:9]([C:10]2[CH:15]=[CH:14][CH:13]=[CH:12][CH:11]=2)[N:8]([CH2:16][Cl:21])[C:7](=[O:18])[CH2:6][O:5]1)(=[O:3])[CH3:2]. Procedure details: 0.5 g. (2 mmoles) of 2-acetyl-3-phenyl-4-hydroxymethyltetrahydro-1,2,4-oxadiazin-5-one are refluxed in 3 ml. of thionyl chloride for one hour. The solution is evaporated to dryness under reduced pressure. The residue is triturated with diethyl ether cooled to 0° C. and the product is filtered off and is subsequently recrystallized from a mixture of 2 ml. of chloroform and 6 ml. of n-hexane. 0.28 g. (53%) of 2-acetyl-3-phenyl-4-chloromethyl-tetrahydro-1,2,4-oxadiazin-5-one are obtained, melting a... Starting materials: COCCOC (DME), C1(=CC=CC=C1)C#C (phenylacetylene), C(C1=CC=CC=C1)(=O)C1=C(C=CC(=C1)Cl)NS(=O)(=O)C1=CC=C(C=C1)Br (N-(2-Benzoyl-4-chloro-phenyl)-4-bromo-benzenesulfonamide), ClCCl (dichloromethane). Reagents/catalysts: [I-].C(CCC)[N+](CCCC)(CCCC)CCCC (tetrabutylammonium iodide), [Cu]I (copper (I) iodide). The solvent is C(C)N(CC)CC (triethylamine). Run at time 8 hour. Yields the product C(C1=CC=CC=C1)(=O)C1=C(C=CC(=C1)Cl)NS(=O)(=O)C1=CC=C(C=C1)C#CC1=CC=CC=C1 (N-(2-Benzoyl-4-chloro-phenyl)-4-phenylethynyl-benzenesulfonamide). RXN SMILES: [C:1]([C:9]1[CH:14]=[C:13]([Cl:15])[CH:12]=[CH:11][C:10]=1[NH:16][S:17]([C:20]1[CH:25]=[CH:24][C:23](Br)=[CH:22][CH:21]=1)(=[O:19])=[O:18])(=[O:8])[C:2]1[CH:7]=[CH:6][CH:5]=[CH:4][CH:3]=1.ClCCl.COCCOC.[C:36]1([C:42]#[CH:43])[CH:41]=[CH:40][CH:39]=[CH:38][CH:37]=1>[I-].C([N+](CCCC)(CCCC)CCCC)CCC.[Cu]I.C(N(CC)CC)C>[C:1]([C:9]1[CH:14]=[C:13]([Cl:15])[CH:12]=[CH:11][C:10]=1[NH:16][S:17]([C:20]1[CH:25]=[CH:24][C:23]([C:43]#[C:42][C:36]2[CH:41]=[CH:40][CH:39]=[CH:38][CH:37]=2)=[CH:22][CH:21]=1)(=[O:19])=[O:18])(=[O:8])[C:2]1[CH:7]=[CH:6][CH:5]=[CH:4][CH:3]=1 |f:4.5|. Procedure details: To a magnetically stirred mixture of the N-(2-Benzoyl-4-chloro-phenyl)-4-bromo-benzenesulfonamide (450 mg, 1.0 mmol), [1,1′ Bis-(diphenylphosphino)ferrocene]dichloropalladium(II) complex with dichloromethane (1:1) (30 mg, 0.037 mmol) and copper (I) iodide (100 mg, 0.52 mmol) was added DME (6 mL) and dry triethylamine (3 mL) under dry nitrogen. To this stirred mixture was added tetrabutylammonium iodide (250 mg), followed by the addition of phenylacetylene (0.240 mL). The dark green mixture was s... Starting materials: CCOC(=O)Nc1nc2cc(OC)ccc2nc1OC, Cc1cccc(N2CCNCC2)c1. The product is COc1ccc2nc(OC)c(NC(=O)N3CCN(c4cccc(C)c4)CC3)nc2c1. As a reaction SMILES: [CH3:1][O:2][c:3]1[n:4][c:5]2[cH:6][cH:7][c:8]([O:19][CH3:20])[cH:9][c:10]2[n:11][c:12]1[NH:13][C:14]([O:15][CH2:16][CH3:17])=[O:18].[CH3:21][c:22]1[cH:23][c:24]([N:28]2[CH2:29][CH2:30][NH:31][CH2:32][CH2:33]2)[cH:25][cH:26][cH:27]1>>[CH3:1][O:2][c:3]1[n:4][c:5]2[cH:6][cH:7][c:8]([O:19][CH3:20])[cH:9][c:10]2[n:11][c:12]1[NH:13][C:14](=[O:18])[N:31]1[CH2:30][CH2:29][N:28]([c:24]2[cH:23][c:22]([CH3:21])[cH:27][cH:26][cH:25]2)[CH2:33][CH2:32]1. The reactants are [N+](=O)(O)[O-] (HNO3), CC1(C2=C(B(O1)O)C=CC=C2)C (3,3-dimethyl-3H-benzo[c][1,2]oxaborol-1-ol), ice. Solvent: [N+](=O)([O-])C1=CC=CC=C1 (nitrobenzene). Run at temperature -42.5 celsius, time 45 minute. Product: CC1(C2=C(B(O1)O)C=C(C=C2)[N+](=O)[O-])C (3,3-Dimethyl-6-nitro-3H-benzo[c][1,2]oxaborol-1-ol). Isolated yield 51.8%. Reaction SMILES: [N+:1]([O-:4])(O)=[O:2].[CH3:5][C:6]1([CH3:16])[O:10][B:9]([OH:11])[C:8]2[CH:12]=[CH:13][CH:14]=[CH:15][C:7]1=2>[N+](C1C=CC=CC=1)([O-])=O>[CH3:5][C:6]1([CH3:16])[O:10][B:9]([OH:11])[C:8]2[CH:12]=[C:13]([N+:1]([O-:4])=[O:2])[CH:14]=[CH:15][C:7]1=2. Procedure: To 106 mL fuming HNO3 at −45° C. was slowly added a solution of 3,3-dimethyl-3H-benzo[c][1,2]oxaborol-1-ol (16.9 g, 104.3 mmol) in 10.5 mL nitrobenzene via a syringe while maintaining the reaction temperature between −40 to −45° C. Once the addition was complete the resulting solution was allowed to stir at −45° C. for an additional 45 min before poured into crushed ice. The ice mixture was allowed to melt and the aqueous solution was extracted with DCM (3×). The combined DCM extracts were dried... The product is FC(C(=O)O)(F)F.C1(=CC=CC=C1)C(CNC1=C2N=CN(C2=NC(=N1)N1C[C@@H](CC1)NC(=O)NC=1SC=CC1)[C@H]1[C@@H]([C@@H]([C@H](C1)NC(CC)=O)O)O)C1=CC=CC=C1 (N-((1S,2R,3S,4R)-4-{6-(2,2-Diphenyl-ethylamino)-2-[(R)-3-(3-thiophen-2-yl-ureido)-pyrrolidin-1-yl]-purin-9-yl}-2,3-dihydroxy-cyclopentyl)-propionamide trifluoroacetate). Starting materials: FC(C(=O)O)(F)F.ClC1=NC(=CC(=C1)NC(N[C@H]1CN(CC1)C1=NC(=C2N=CN(C2=N1)[C@H]1[C@@H]([C@@H]([C@H](C1)NC(CC)=O)O)O)NCC(C1=CC=CC=C1)C1=CC=CC=C1)=O)Cl (N-{(1S,2R,3S,4R)-4-[2-{(R)-3-[3-(2,6-dichloro-pyridin-4-yl)-ureido]-pyrrolidin-1-yl}-6-(2,2-diphenyl-ethylamino)-purin-9-yl]-2,3-dihydroxy-cyclopentyl}-propionamide trifluoroacetate), S1C(=CC=C1)N=C=O (2-thienyl isocyanate). Reported procedure: This compound is prepared analogously to N-{(1S,2R,3S,4R)-4-[2-{(R)-3-[3-(2,6-dichloro-pyridin-4-yl)-ureido]-pyrrolidin-1-yl}-6-(2,2-diphenyl-ethylamino)-purin-9-yl]-2,3-dihydroxy-cyclopentyl}-propionamide trifluoroacetate (Example 73) by replacing 2,6-dichloro-4-isocyanato-pyridine with 2-thienyl isocyanate. Reaction SMILES: [F:1][C:2]([F:7])([F:6])[C:3]([OH:5])=[O:4].Cl[C:9]1[CH:14]=[C:13]([NH:15][C:16](=[O:59])[NH:17][C@@H:18]2[CH2:22][CH2:21][N:20]([C:23]3[N:31]=[C:30]4[C:26]([N:27]=[CH:28][N:29]4[C@@H:32]4[CH2:36][C@H:35]([NH:37][C:38](=[O:41])[CH2:39][CH3:40])[C@@H:34]([OH:42])[C@H:33]4[OH:43])=[C:25]([NH:44][CH2:45][CH:46]([C:53]4[CH:58]=[CH:57][CH:56]=[CH:55][CH:54]=4)[C:47]4[CH:52]=[CH:51][CH:50]=[CH:49][CH:48]=4)[N:24]=3)[CH2:19]2)C=C(Cl)N=1.[S:61]1C=CC=[C:62]1N=C=O>>[F:1][C:2]([F:7])([F:6])[C:3]([OH:5])=[O:4].[C:47]1([CH:46]([C:53]2[CH:58]=[CH:57][CH:56]=[CH:55][CH:54]=2)[CH2:45][NH:44][C:25]2[N:24]=[C:23]([N:20]3[CH2:21][CH2:22][C@@H:18]([NH:17][C:16]([NH:15][C:13]4[S:61][CH:62]=[CH:9][CH:14]=4)=[O:59])[CH2:19]3)[N:31]=[C:30]3[C:26]=2[N:27]=[CH:28][N:29]3[C@@H:32]2[CH2:36][C@H:35]([NH:37][C:38](=[O:41])[CH2:39][CH3:40])[C@@H:34]([OH:42])[C@H:33]2[OH:43])[CH:52]=[CH:51][CH:50]=[CH:49][CH:48]=1 |f:0.1,3.4|. Reactants: Cc1cc(C(N)=O)ccc1-c1cc(F)c(CN(CCC(C)C)C(=O)OC(C)(C)C)c(F)c1, ClCCl, Cl, C1COCCO1. The product is Cl, Cc1cc(C(N)=O)ccc1-c1cc(F)c(CNCCC(C)C)c(F)c1. As a reaction SMILES: [C:1]([O:2][C:3](=[O:4])[N:7]([CH2:8][CH2:9][CH:10]([CH3:11])[CH3:12])[CH2:13][c:14]1[c:15]([F:31])[cH:16][c:17](-[c:21]2[c:22]([CH3:30])[cH:23][c:24]([C:27]([NH2:28])=[O:29])[cH:25][cH:26]2)[cH:18][c:19]1[F:20])([CH3:5])([CH3:6])[CH3:32].[Cl:34][CH2:35][Cl:36].[ClH:33].[O:37]1[CH2:38][CH2:39][O:40][CH2:41][CH2:42]1>>[ClH:33].[NH:7]([CH2:8][CH2:9][CH:10]([CH3:11])[CH3:12])[CH2:13][c:14]1[c:15]([F:31])[cH:16][c:17](-[c:21]2[c:22]([CH3:30])[cH:23][c:24]([C:27]([NH2:28])=[O:29])[cH:25][cH:26]2)[cH:18][c:19]1[F:20]. Reactants: N=C(CC(=O)OCC)CCC (ethyl 3-iminohexanoate), O(C1=CC=CC=C1)C(=O)N=C=S (phenoxycarbonyl isothiocyanate). Solvent: C1(=CC=CC=C1)C (toluene), C1(=CC=CC=C1)C (toluene). Yields the product C(C)OC(=O)C(C(=S)NC(=O)OC1=CC=CC=C1)C(CCC)=N (2-ethoxycarbonyl-3-imino-N-phenoxycarbonylthiohexanamide). Isolated yield 92.3%. Reaction SMILES: [NH:1]=[C:2]([CH2:9][CH2:10][CH3:11])[CH2:3][C:4]([O:6][CH2:7][CH3:8])=[O:5].[O:12]([C:19]([N:21]=[C:22]=[S:23])=[O:20])[C:13]1[CH:18]=[CH:17][CH:16]=[CH:15][CH:14]=1>C1(C)C=CC=CC=1>[CH2:7]([O:6][C:4]([CH:3]([C:2](=[NH:1])[CH2:9][CH2:10][CH3:11])[C:22]([NH:21][C:19]([O:12][C:13]1[CH:18]=[CH:17][CH:16]=[CH:15][CH:14]=1)=[O:20])=[S:23])=[O:5])[CH3:8]. Reported procedure: A solution of ethyl 3-iminohexanoate (31.4 g.) in toluene (25 ml.) was added to a stirred solution of phenoxycarbonyl isothiocyanate (36 g.) in toluene (75 ml.) at 20° C. The temperature rose to 54° C. The mixture was allowed to cool to room temperature, filtered, and the solid washed with light petroleum (b.p. 40°-60° C.) to give 2-ethoxycarbonyl-3-imino-N-phenoxycarbonylthiohexanamide (62 g.) in the form of a yellow powder. This powder was suspended in ethyl acetate (150 ml.) and treated at 0°...